Dataset: the Open Reaction Database (ORD), a public repository of structured organic reaction records. Task: describe an organic reaction: reactants, conditions, products, and yield Starting materials: BrBr (Br2), C(C)(=O)OCC=1N=C(SC1)NC(C)=O ((2-Acetamidothiazol-4-yl)methyl acetate), C(C)(=O)OCC=1N=C(SC1)NC(C)=O.CC(=O)O ((2-acetamidothiazol-4-yl)methyl acetate AcOH). Run in CC(=O)O (AcOH), CC(=O)O (AcOH). Conditions: time 10 minute. Yields the product C(C)(=O)OCC=1N=C(SC1Br)NC(C)=O ((2-Acetamido-5-bromothiazol-4-yl)methyl acetate). Isolated yield 81.2%. RXN SMILES: [C:1]([O:4][CH2:5][C:6]1[N:7]=[C:8]([NH:11][C:12](=[O:14])[CH3:13])[S:9][CH:10]=1)(=[O:3])[CH3:2].[Br:15]Br.C(OCC1N=C(NC(=O)C)SC=1)(=O)C.CC(O)=O>CC(O)=O>[C:1]([O:4][CH2:5][C:6]1[N:7]=[C:8]([NH:11][C:12](=[O:14])[CH3:13])[S:9][C:10]=1[Br:15])(=[O:3])[CH3:2] |f:2.3|. Reported procedure: (2-Acetamidothiazol-4-yl)methyl acetate (9.00 g, 42 mmol) was dissolved in 30 mL AcOH. A mixture of Br2 (9.0 g, 56.7 mmol) in 20 mL AcOH was added dropwise to the (2-acetamidothiazol-4-yl)methyl acetate/AcOH mixture. The reaction was complete in 10 minutes. After 200 mL distilled water was added to the reaction mixture, the mixture was extracted with EtOAc. The organic layer was washed a few times with water and saturated sodium bicarbonate. The organic layer was then washed with brine solution ... The reactants are ClC1=C(C(=CC=C1)Cl)CS(=O)(=O)C=1C=C2CC(NC2=CC1)=O (5-(2,6-dichloro-phenylmethanesulfonyl)-1,3-dihydro-indol-2-one), CC1=C(NC(=C1CCC(N1[C@@H](CCC1)CN1CCCC1)=O)C)C=O (3,5-dimethyl-4-[3-oxo-3-((S)-2-pyrrolidin-1-ylmethyl-pyrrolidin-1-yl)-propyl]-1H-pyrrole-2-carbaldehyde), N1CCCCC1 (piperidine). Solvent: C(C)O (ethanol). Run at time 96 hour. The product is ClC1=C(C(=CC=C1)Cl)CS(=O)(=O)C=1C=C2/C(/C(NC2=CC1)=O)=C/C=1NC(=C(C1C)CCC(N1[C@@H](CCC1)CN1CCCC1)=O)C (5-(2,6-Dichloro-phenylmethanesulfonyl)-3-[1-{3,5-dimethyl-4-[3-oxo-3-((S)-2-pyrrolidin-1-ylmethyl-pyrrolidin-1-yl)-propyl]-1H-pyrrol-2-yl}-meth-(Z)-ylidene]-1,3-dihydro-indol-2-one). As a reaction SMILES: [Cl:1][C:2]1[CH:7]=[CH:6][CH:5]=[C:4]([Cl:8])[C:3]=1[CH2:9][S:10]([C:13]1[CH:14]=[C:15]2[C:19](=[CH:20][CH:21]=1)[NH:18][C:17](=[O:22])[CH2:16]2)(=[O:12])=[O:11].[CH3:23][C:24]1[C:28]([CH2:29][CH2:30][C:31](=[O:43])[N:32]2[CH2:36][CH2:35][CH2:34][C@H:33]2[CH2:37][N:38]2[CH2:42][CH2:41][CH2:40][CH2:39]2)=[C:27]([CH3:44])[NH:26][C:25]=1[CH:45]=O.N1CCCCC1>C(O)C>[Cl:8][C:4]1[CH:5]=[CH:6][CH:7]=[C:2]([Cl:1])[C:3]=1[CH2:9][S:10]([C:13]1[CH:14]=[C:15]2[C:19](=[CH:20][CH:21]=1)[NH:18][C:17](=[O:22])/[C:16]/2=[CH:45]\[C:25]1[NH:26][C:27]([CH3:44])=[C:28]([CH2:29][CH2:30][C:31](=[O:43])[N:32]2[CH2:36][CH2:35][CH2:34][C@H:33]2[CH2:37][N:38]2[CH2:39][CH2:40][CH2:41][CH2:42]2)[C:24]=1[CH3:23])(=[O:12])=[O:11]. Procedure: A mixture of 5-(2,6-dichloro-phenylmethanesulfonyl)-1,3-dihydro-indol-2-one (100 mg, 0.28 mmol), 3,5-dimethyl-4-[3-oxo-3-((S)-2-pyrrolidin-1-ylmethyl-pyrrolidin-1-yl)-propyl]-1H-pyrrole-2-carbaldehyde (1.7 eq.) and piperidine (1.5 eq.) in ethanol (2 mL) was stirred at rt for 96 hours. The reaction was concentrated and purified on a silica gel column to give the titled compound as a pale orange solid. Procedure: The product was generated using general protocol E using dimethyl-5-hexadecyloxyisophthalate (D10, 6.30 g), lithium aluminum hydride (1.27 g, 33.5 mmol), Et2O (150 mL) yielded 2.06 g (37.9%) of a white solid. 1H NMR (CDCl3, 400 MHz) δ: 6.93 (s, 1H, Ar—H), 6.85 (s, 2H, Ar—H), 4.67 (d, 3J=5.9 Hz, 4H, Ar—CH2—OH), 3.97 (t, 6.4 Hz, 2H, O—CH2), 1.78 (p, 3J=7.6 Hz, 2H, OCH2CH2), 1.66 (t, 3J=6.0 Hz, 2H, CH2—OH), 1.45 (p, 3J=7.6 Hz, 2H, O CH2CH2CH2), 1.26 (m, 24H), 0.88 (t, 3J=6.6, 3H, CH2—CH3). Run in CCOCC (Et2O). Reaction SMILES: C[O:2][C:3](=O)[C:4]1[CH:13]=[C:12]([O:14][CH2:15][CH2:16][CH2:17][CH2:18][CH2:19][CH2:20][CH2:21][CH2:22][CH2:23][CH2:24][CH2:25][CH2:26][CH2:27][CH2:28][CH2:29][CH3:30])[CH:11]=[C:6]([C:7](OC)=[O:8])[CH:5]=1.[H-].[Al+3].[Li+].[H-].[H-].[H-]>CCOCC>[CH2:15]([O:14][C:12]1[CH:11]=[C:6]([CH2:7][OH:8])[CH:5]=[C:4]([CH2:3][OH:2])[CH:13]=1)[CH2:16][CH2:17][CH2:18][CH2:19][CH2:20][CH2:21][CH2:22][CH2:23][CH2:24][CH2:25][CH2:26][CH2:27][CH2:28][CH2:29][CH3:30] |f:1.2.3.4.5.6|. Reactants: COC(C1=CC(C(=O)OC)=CC(=C1)OCCCCCCCCCCCCCCCC)=O (Dimethyl-5-hexadecyloxyisophthalate), [H-].[Al+3].[Li+].[H-].[H-].[H-] (lithium aluminum hydride). Yields the product C(CCCCCCCCCCCCCCC)OC1=CC(=CC(=C1)CO)CO (1-Hexadecyloxy-3,5-bis(hydroxymethyl)benzene). The yield is 37.5%. The reactants are CC1=CN=CC(=N1)C1=CC2=C(C=N1)C=NN2C2=CC=CC(=N2)C2CN(CCC2=O)C(=O)OC(C)(C)C (tert-butyl 3-[6-[6-(6-methylpyrazin-2-yl)pyrazolo[4,3-c]pyridin-1-yl]-2-pyridyl]-4-oxo-piperidine-1-carboxylate), [BH4-].[Na+] (sodium borohydride). The solvent is O1CCCC1 (tetrahydrofuran). Reaction conditions: temperature 0 celsius, time 30 minute. The product is OC1C(CN(CC1)C(=O)OC(C)(C)C)C1=NC(=CC=C1)N1N=CC=2C=NC(=CC21)C2=NC(=CN=C2)C (tert-butyl 4-hydroxy-3-[6-[6-(6-methylpyrazin-2-yl)pyrazolo[4,3-c]pyridin-1-yl]-2-pyridyl]piperidine-1-carboxylate). Yield: 45.6%. Reaction SMILES: [CH3:1][C:2]1[N:7]=[C:6]([C:8]2[N:13]=[CH:12][C:11]3[CH:14]=[N:15][N:16]([C:17]4[N:22]=[C:21]([CH:23]5[C:28](=[O:29])[CH2:27][CH2:26][N:25]([C:30]([O:32][C:33]([CH3:36])([CH3:35])[CH3:34])=[O:31])[CH2:24]5)[CH:20]=[CH:19][CH:18]=4)[C:10]=3[CH:9]=2)[CH:5]=[N:4][CH:3]=1.[BH4-].[Na+]>O1CCCC1>[OH:29][CH:28]1[CH2:27][CH2:26][N:25]([C:30]([O:32][C:33]([CH3:36])([CH3:35])[CH3:34])=[O:31])[CH2:24][CH:23]1[C:21]1[CH:20]=[CH:19][CH:18]=[C:17]([N:16]2[C:10]3[CH:9]=[C:8]([C:6]4[CH:5]=[N:4][CH:3]=[C:2]([CH3:1])[N:7]=4)[N:13]=[CH:12][C:11]=3[CH:14]=[N:15]2)[N:22]=1 |f:1.2|. Procedure: To a solution of tert-butyl 3-[6-[6-(6-methylpyrazin-2-yl)pyrazolo[4,3-c]pyridin-1-yl]-2-pyridyl]-4-oxo-piperidine-1-carboxylate (90 mg, 0.18 mmol) in tetrahydrofuran (8.0 ml) at 0° C. was added sodium borohydride (8.0 mg, 0.20 mmol). The reaction mixture was stirred at 0° C. for 30 min. The reaction was quenched with water and extracted with EtOAc. The organic layers was dried with sodium sulfate, filtered, and concentrated in vacuum. The crude product was purified by flash chromatography (EtOA... The reactants are C(#N)C1=C(C=C(CC=2C(=C(C(=C(C(=O)OC)C2)C=O)C)C)C=C1)F (methyl 5-(4-cyano-3-fluorobenzyl)-2-formyl-3,4-dimethylbenzoate), N[C@H]1COCC[C@@H]1O ((3S,4S)-3-aminotetrahydro-2H-pyran-4-ol). Solvent: C1CCOC1 (THF). Run at time 8 hour. Product: C(#N)C1=C(C=C(CC2=C(C(=C3CN(C(C3=C2)=O)[C@H]2COCC[C@@H]2O)C)C)C=C1)F (1,5-anhydro-2-(6-(4-cyano-3-fluorobenzyl)-4,5-dimethyl-1-oxo-1,3-dihydro-2H-isoindol-2-yl)-2,4-dideoxy-L-threo-pentitol). Isolated yield 52.8%. As a reaction SMILES: [C:1]([C:3]1[CH:23]=[CH:22][C:6]([CH2:7][C:8]2[C:9]([CH3:21])=[C:10]([CH3:20])[C:11]([CH:18]=O)=[C:12]([CH:17]=2)[C:13](OC)=[O:14])=[CH:5][C:4]=1[F:24])#[N:2].[NH2:25][C@@H:26]1[C@@H:31]([OH:32])[CH2:30][CH2:29][O:28][CH2:27]1>C1COCC1>[C:1]([C:3]1[CH:23]=[CH:22][C:6]([CH2:7][C:8]2[CH:17]=[C:12]3[C:11]([CH2:18][N:25]([C@@H:26]4[C@@H:31]([OH:32])[CH2:30][CH2:29][O:28][CH2:27]4)[C:13]3=[O:14])=[C:10]([CH3:20])[C:9]=2[CH3:21])=[CH:5][C:4]=1[F:24])#[N:2]. Procedure: To a solution of methyl 5-(4-cyano-3-fluorobenzyl)-2-formyl-3,4-dimethylbenzoate (0.25 g) in THF (5.00 mL) was added (3S,4S)-3-aminotetrahydro-2H-pyran-4-ol (0.09 g), and the mixture was stirred overnight at room temperature under argon atmosphere. The reaction mixture was concentrated, and the residue was diluted with acetic acid (5.00 mL). Then, sodium triacetoxyborohydride (0.24 g) was added thereto and the mixture was stirred at room temperature for 2 hr under argon atmosphere. To the reacti... Starting materials: C(=O)=O (dry ice), COC=1C=C(CC2=CC3=C(S2)C=CC=C3)C=CC1 (2-(3-methoxybenzyl)-benzo[b]thiophene), C(C1=CC=C(C=C1)OC)(=O)Cl (p-anisoyl chloride), [Sn] (tin). Solvent: C(Cl)Cl (methylene chloride). Yields the product COC1=CC2=CC3=C(C4=C(S3)C=CC=C4)C(=C2C=C1)C1=CC=C(C=C1)OC (8-Methoxy-11-(4-methoxy-phenyl)-benzo[b]naphtho[2,3-d]thiophene). Yield: 62.7%. As a reaction SMILES: [CH3:1][O:2][C:3]1[CH:4]=[C:5]([CH:16]=[CH:17][CH:18]=1)[CH2:6][C:7]1[S:11][C:10]2[CH:12]=[CH:13][CH:14]=[CH:15][C:9]=2[CH:8]=1.[C:19](Cl)(=O)[C:20]1[CH:25]=[CH:24][C:23]([O:26][CH3:27])=[CH:22][CH:21]=1.[Sn].C(=O)=O>C(Cl)Cl>[CH3:1][O:2][C:3]1[CH:18]=[CH:17][C:16]2[C:5](=[CH:6][C:7]3[S:11][C:10]4[CH:12]=[CH:13][CH:14]=[CH:15][C:9]=4[C:8]=3[C:19]=2[C:20]2[CH:25]=[CH:24][C:23]([O:26][CH3:27])=[CH:22][CH:21]=2)[CH:4]=1 |^3:29|. Procedure details: To a cold (-78° C.) solution of 2-(3-methoxybenzyl)-benzo[b]thiophene (2.10 g, 8.26 mmol) and p-anisoyl chloride (1.48 g, 8.67 mmol) in anhydrous methylene chloride (31 mL) was added tin IV chloride (2.90 mL, 24.8 mmol, 3 eq) dropwise over a period of 24 minutes. After stirring overnight in the warming dry ice bath and at ambient temperature for 7 hours the reaction mixture was poured onto water (175 mL) and the organics were extracted with diethyl ether (2×300 mL). The extracts were combined, a... Starting materials: NC1=C(C=C(C=C1)C(F)(F)F)C(=O)C1=C(C=CC(=C1)Cl)OC ((2-Amino-5-trifluoromethyl-phenyl)-(5-chloro-2-methoxy-phenyl)-methanone), N1=CC=CC=C1 (pyridine), BrCC(=O)Br (Bromoacetyl bromide). Run in ClCCl (Dichloromethane). Run at time 3 hour. Product: BrCC(=O)NC1=C(C=C(C=C1)C(F)(F)F)C(C1=C(C=CC(=C1)Cl)OC)=O (2-Bromo-N-[2-(5-chloro-2-methoxy-benzoyl)-4-trifluoromethyl-phenyl]-acetamide). Reaction SMILES: [NH2:1][C:2]1[CH:7]=[CH:6][C:5]([C:8]([F:11])([F:10])[F:9])=[CH:4][C:3]=1[C:12]([C:14]1[CH:19]=[C:18]([Cl:20])[CH:17]=[CH:16][C:15]=1[O:21][CH3:22])=[O:13].N1C=CC=CC=1.[Br:29][CH2:30][C:31](Br)=[O:32]>ClCCl>[Br:29][CH2:30][C:31]([NH:1][C:2]1[CH:7]=[CH:6][C:5]([C:8]([F:10])([F:11])[F:9])=[CH:4][C:3]=1[C:12](=[O:13])[C:14]1[CH:19]=[C:18]([Cl:20])[CH:17]=[CH:16][C:15]=1[O:21][CH3:22])=[O:32]. Reported procedure: To a solution of (2-Amino-5-trifluoromethyl-phenyl)-(5-chloro-2-methoxy-phenyl)-methanone (IV)(14.13 g, 42.9 mmol, 1 eq) in Dichloromethane (120 mL) at 0° C. was added pyridine (4.65 mL, 57.5 mmol, 1.34 eq), then Bromoacetyl bromide (4.98 mL, 57.2 mmol, 1.33 eq). After 3 h, the reaction was quenched with Sodium bicarbonate (aq) and extracted three times into Dichloromethane. The combined organic layers were dried over Magnesium sulfate, filtered and concentrated in vacuo. The product was used wi... Reactants: [BH4-], C=CCC1CC(c2cccc(Cl)c2)C(c2ccc(Cl)cc2)N(C(CC)C(=O)OCC)C1=O, CCOCC, [Li+]. Yields the product C=CCC1CC(c2cccc(Cl)c2)C(c2ccc(Cl)cc2)N(C(CC)CO)C1=O. As a reaction SMILES: [BH4-:33].[CH2:1]([CH:2]=[CH2:3])[CH:4]1[C:5](=[O:32])[N:6]([CH:24]([C:25](=[O:26])[O:27][CH2:28][CH3:29])[CH2:30][CH3:31])[CH:7]([c:17]2[cH:18][cH:19][c:20]([Cl:23])[cH:21][cH:22]2)[CH:8]([c:10]2[cH:11][c:12]([Cl:16])[cH:13][cH:14][cH:15]2)[CH2:9]1.[CH3:35][CH2:36][O:37][CH2:38][CH3:39].[Li+:34]>>[CH2:1]([CH:2]=[CH2:3])[CH:4]1[C:5](=[O:32])[N:6]([CH:24]([CH2:25][OH:26])[CH2:30][CH3:31])[CH:7]([c:17]2[cH:18][cH:19][c:20]([Cl:23])[cH:21][cH:22]2)[CH:8]([c:10]2[cH:11][c:12]([Cl:16])[cH:13][cH:14][cH:15]2)[CH2:9]1. Procedure details: The N-[3-(4-methyl-piperazin-1-yl)propyl]-4-nitro-1-aminobenzene (9) obtained above was reduced with a boiling zinc/ammonium chloride/water/ethanol mixture. The corresponding amine was isolated in dihydrochloride form. Reaction SMILES: [CH3:1][N:2]1[CH2:7][CH2:6][N:5]([CH2:8][CH2:9][CH2:10][NH:11][C:12]2[CH:17]=[CH:16][C:15]([N+:18]([O-])=O)=[CH:14][CH:13]=2)[CH2:4][CH2:3]1.C1(N)C(F)=C(F)C(F)=C(N)C=1F.[ClH:33].Cl>[Zn].[Cl-].[NH4+].O.C(O)C>[ClH:33].[ClH:33].[CH3:1][N:2]1[CH2:3][CH2:4][N:5]([CH2:8][CH2:9][CH2:10][NH:11][C:12]2[CH:13]=[CH:14][C:15]([NH2:18])=[CH:16][CH:17]=2)[CH2:6][CH2:7]1 |f:1.2.3,4.5.6.7.8,9.10.11|. Yields the product Cl.Cl.CN1CCN(CC1)CCCNC1=CC=C(C=C1)N (N-[3-(4-methylpiperazin-1-yl)propyl]benzene-1,4-diamine Dihydrochloride). Reagents/catalysts: [Zn].[Cl-].[NH4+].O.C(C)O (zinc ammonium chloride water ethanol). The reactants are C1(=C(C(=C(C(=C1F)F)F)N)F)N.Cl.Cl (dihydrochloride), CN1CCN(CC1)CCCNC1=CC=C(C=C1)[N+](=O)[O-] (N-[3-(4-methylpiperazin-1-yl)propyl]-4-nitro-1-aminobenzene).